From a dataset of the Open Reaction Database (ORD), a public repository of structured organic reaction records. describe an organic reaction: reactants, conditions, products, and yield Starting materials: N1N=C(C=C1)NC(=S)NC(C1=CC=CC=C1)=O (N-[(1H-pyrazol-3-ylamino)carbonothioyl]benzamide). Run in [OH-].[Na+] (NaOH). Product: N1N=C(C=C1)NC(=S)N (N-1H-Pyrazol-3-ylthiourea). Reaction SMILES: [NH:1]1[CH:5]=[CH:4][C:3]([NH:6][C:7]([NH:9]C(=O)C2C=CC=CC=2)=[S:8])=[N:2]1>[OH-].[Na+]>[NH:1]1[CH:5]=[CH:4][C:3]([NH:6][C:7]([NH2:9])=[S:8])=[N:2]1 |f:1.2|. Reported procedure: A solution of N-[(1H-pyrazol-3-ylamino)carbonothioyl]benzamide (22 g, 0.089 mol) in 10% NaOH solution (200 ml) is stirred at 80° C. for 45 min. The reaction mixture is cooled down to rt and the solvents are removed under vacuum. The residue is acidified with 2M HCl to pH=1 and then basified with ammonium hydroxide. The product is extracted with dichloromethane (4×100 ml). The combined extracts are dried and evaporated. The solid residue is purified by flash chromatography using chloroform/methan...